This data is from the Open Reaction Database (ORD), a public repository of structured organic reaction records. The task is: describe an organic reaction: reactants, conditions, products, and yield Starting materials: COc1ccc(P2(=S)SP(=S)(c3ccc(OC)cc3)S2)cc1, Cc1ccccc1, NC(=O)c1cn(CC2CCCCC2)c2c(Cl)cccc12, C1CCOC1. Yields the product NC(=S)c1cn(CC2CCCCC2)c2c(Cl)cccc12. RXN SMILES: [CH3:21][O:22][c:23]1[cH:24][cH:25][c:26]([P:27]2(=[S:30])[S:28][P:29]([c:31]3[cH:32][cH:33][c:34]([O:35][CH3:36])[cH:37][cH:38]3)(=[S:39])[S:40]2)[cH:41][cH:42]1.[CH3:43][c:44]1[cH:45][cH:46][cH:47][cH:48][cH:49]1.[Cl:1][c:2]1[cH:3][cH:4][cH:5][c:6]2[c:7]([C:18](=[O:19])[NH2:20])[cH:8][n:9]([CH2:11][CH:12]3[CH2:13][CH2:14][CH2:15][CH2:16][CH2:17]3)[c:10]12.[O:50]1[CH2:51][CH2:52][CH2:53][CH2:54]1>>[Cl:1][c:2]1[cH:3][cH:4][cH:5][c:6]2[c:7]([C:18]([NH2:20])=[S:30])[cH:8][n:9]([CH2:11][CH:12]3[CH2:13][CH2:14][CH2:15][CH2:16][CH2:17]3)[c:10]12. The reactants are N(=[N+]=[N-])C1CCC=2N(C3=CC=CC=C3C2CC(=O)OCCC)C1 (propyl (7-azido-6,7,8,9-tetrahydropyrido[1,2-α]indol-10-yl)acetate), C(#C)C1CCN(CC1)C(=O)OC(C)(C)C (tert-butyl 4-ethynylpiperidine-1-carboxylate). Product: C(C)(C)(C)OC(=O)N1CCC(CC1)C=1N(N=NC1)C1CCC=2N(C3=CC=CC=C3C2CC(=O)O)C1 (4-[3-(10-Carboxymethyl-6,7,8,9-tetrahydropyrido[1,2-α]indol-7-yl)-3H-[1,2,3]triazol-4-yl]-piperidine-1-carboxylic acid tert-butyl ester). Reaction SMILES: [N:1]([CH:4]1[CH2:23][N:8]2[C:9]3[C:14]([C:15]([CH2:16][C:17]([O:19]CCC)=[O:18])=[C:7]2[CH2:6][CH2:5]1)=[CH:13][CH:12]=[CH:11][CH:10]=3)=[N+:2]=[N-:3].[C:24]([CH:26]1[CH2:31][CH2:30][N:29]([C:32]([O:34][C:35]([CH3:38])([CH3:37])[CH3:36])=[O:33])[CH2:28][CH2:27]1)#[CH:25]>>[C:35]([O:34][C:32]([N:29]1[CH2:30][CH2:31][CH:26]([C:24]2[N:1]([CH:4]3[CH2:23][N:8]4[C:9]5[C:14]([C:15]([CH2:16][C:17]([OH:19])=[O:18])=[C:7]4[CH2:6][CH2:5]3)=[CH:13][CH:12]=[CH:11][CH:10]=5)[N:2]=[N:3][CH:25]=2)[CH2:27][CH2:28]1)=[O:33])([CH3:38])([CH3:37])[CH3:36]. Procedure details: The title compound was prepared using procedures described in EXAMPLE 3 from propyl (7-azido-6,7,8,9-tetrahydropyrido[1,2-α]indol-10-yl)acetate and tert-butyl 4-ethynylpiperidine-1-carboxylate. MS (+ESI) m/z: 480.2. The reactants are ClC(=O)OC1=CC=C(C=C1)[N+](=O)[O-] (4-nitrophenyl chloroformate), N1=CC=CC=C1 (pyridine), NCC1CN(C1)C(=O)OC(C)(C)C (tert-Butyl 3-(aminomethyl)azetidine-1-carboxylate). Run in ClCCl (dichloromethane). Conditions: time 16 hour. Product: [N+](=O)([O-])C1=CC=C(OC(=O)NCC2CN(C2)C(=O)OC(C)(C)C)C=C1 (tert-butyl 3-((((4-nitrophenoxy)carbonyl)amino)methyl)azetidine-1-carboxylate). The yield is 121.4%. RXN SMILES: [NH2:1][CH2:2][CH:3]1[CH2:6][N:5]([C:7]([O:9][C:10]([CH3:13])([CH3:12])[CH3:11])=[O:8])[CH2:4]1.Cl[C:15]([O:17][C:18]1[CH:23]=[CH:22][C:21]([N+:24]([O-:26])=[O:25])=[CH:20][CH:19]=1)=[O:16].N1C=CC=CC=1>ClCCl>[N+:24]([C:21]1[CH:22]=[CH:23][C:18]([O:17][C:15]([NH:1][CH2:2][CH:3]2[CH2:6][N:5]([C:7]([O:9][C:10]([CH3:13])([CH3:12])[CH3:11])=[O:8])[CH2:4]2)=[O:16])=[CH:19][CH:20]=1)([O-:26])=[O:25]. Procedure: tert-Butyl 3-(aminomethyl)azetidine-1-carboxylate (1.10 g, 5.91 mmol) was dissolved in dichloromethane (50 mL), and thereafter, 4-nitrophenyl chloroformate (1.19 g, 5.91 mmol) and pyridine (0.47 g, 5.91 mmol) were added to the obtained solution. The obtained mixture was stirred for 16 hours. Thereafter, the reaction solution was concentrated in vacuo to obtain tert-butyl 3-((((4-nitrophenoxy)carbonyl)amino)methyl)azetidine-1-carboxylate (2.52 g, quant) in the form of a white solid. Reactants: O (water), CC1(OCC(CO1)(CO)CC)C (2,2-Dimethyl-5-ethyl-5-hydroxymethyl-1,3-dioxane), [H-].[Na+] (sodium hydride), C(C1=CC=CC=C1)Cl (Benzyl chloride). Solvent: O1CCCC1 (tetrahydrofuran). Conditions: time 1 hour. Yields the product C(C1=CC=CC=C1)OCC1(COC(OC1)(C)C)CC (5-Benzyloxymethyl-2,2-dimethyl-5-ethyl-1,3-dioxane). Reaction SMILES: [CH3:1][C:2]1([CH3:12])[O:7][CH2:6][C:5]([CH2:10][CH3:11])([CH2:8][OH:9])[CH2:4][O:3]1.[H-].[Na+].[CH2:15](Cl)[C:16]1[CH:21]=[CH:20][CH:19]=[CH:18][CH:17]=1.O>O1CCCC1>[CH2:15]([O:9][CH2:8][C:5]1([CH2:10][CH3:11])[CH2:4][O:3][C:2]([CH3:12])([CH3:1])[O:7][CH2:6]1)[C:16]1[CH:21]=[CH:20][CH:19]=[CH:18][CH:17]=1 |f:1.2|. Procedure details: 2,2-Dimethyl-5-ethyl-5-hydroxymethyl-1,3-dioxane (10 g.) was added to a stirred suspension of sodium hydride (2.4 g., 50% dispersion in oil) in dry tetrahydrofuran (80 ml.) The mixture was refluxed with stirring for one hour. Benzyl chloride (9.2 ml.) was added and the mixture was refluxed with stirring for three hours. the mixture was poured into water and the aqueous mixture was extracted with ether. The ethereal extract was washed with water, dried over anhydrous magnesium sulphate and evapor... Reactants: N(=O)[O-].[Na+] (sodium nitrite), diazonium salt, ClC=1C=C2C(CC(NC2=CC1)C=1C=C(C=CC1)N)(C)C (3-(6-chloro-4,4-dimethyl-1,2,3,4-tetrahydro-quinolin-2-yl)-phenylamine), Cl (hydrochloric acid), S(=O)=O (sulphur dioxide), S(=O)=O (Sulphur dioxide), cupric chloride. The solvent is O (water), O (water), C(C)(=O)O (aceticacid), C(C)(=O)O (acetic acid). Conditions: temperature -10 celsius. Product: ClC=1C=C2C(CC(NC2=CC1)C=1C=C(C=CC1)S(=O)(=O)Cl)(C)C (3-(6-chloro-4,4-dimethyl-1,2,3,4-tetrahydro-quinolin-2-yl)-benzenesulfonyl chloride). RXN SMILES: [S:1](=[O:3])=[O:2].[Cl:4][C:5]1[CH:6]=[C:7]2[C:12](=[CH:13][CH:14]=1)[NH:11][CH:10]([C:15]1[CH:16]=[C:17](N)[CH:18]=[CH:19][CH:20]=1)[CH2:9][C:8]2([CH3:23])[CH3:22].N([O-])=O.[Na+].[ClH:28]>C(O)(=O)C.O>[Cl:4][C:5]1[CH:6]=[C:7]2[C:12](=[CH:13][CH:14]=1)[NH:11][CH:10]([C:15]1[CH:16]=[C:17]([S:1]([Cl:28])(=[O:3])=[O:2])[CH:18]=[CH:19][CH:20]=1)[CH2:9][C:8]2([CH3:23])[CH3:22] |f:2.3|. Procedure: Sulphur dioxide was bubbled into a flask with acetic acid (10 mL) and cupric chloride (62 mg 0.63 mmol) until the green solution turned into blue. 3-(6-chloro-4,4-dimethyl-1,2,3,4-tetrahydro-quinolin-2-yl)-phenylamine (600 mg 2.09 mmol) was dissolved in a aceticacid (27 mL) and hydrochloric acid (3 mL) solution, and cooled to −10° C., sodium nitrite (213 mg, 3.09 mmol) in water (2 mL) solution was added and the mixture was stirred for 45 min. sulphur dioxide solution was added dropwise to the di... Starting materials: CCc1nc2c(OCc3ccccc3)cccc2n1Cc1ccccn1, CCO. Yields the product CCc1nc2c(O)cccc2n1Cc1ccccn1. Reaction SMILES: [CH2:1]([c:2]1[cH:3][cH:4][cH:5][cH:6][cH:7]1)[O:8][c:9]1[cH:10][cH:11][cH:12][c:13]2[n:14]([CH2:20][c:21]3[n:22][cH:23][cH:24][cH:25][cH:26]3)[c:15]([CH2:18][CH3:19])[n:16][c:17]12.[CH3:27][CH2:28][OH:29]>>[OH:8][c:9]1[cH:10][cH:11][cH:12][c:13]2[n:14]([CH2:20][c:21]3[n:22][cH:23][cH:24][cH:25][cH:26]3)[c:15]([CH2:18][CH3:19])[n:16][c:17]12.